This data is from the Open Reaction Database (ORD), a public repository of structured organic reaction records. The task is: describe an organic reaction: reactants, conditions, products, and yield Starting materials: C1CCOC1, CCOC(=O)C=C1C=C2N([Si](C)(C)C)C(=O)CCC2(C)C2CCC3(C)C(O[Si](C)(C)C)CCC3C12, CCCC[N+](CCCC)(CCCC)CCCC, CCOC(C)=O, [F-]. Yields the product CCOC(=O)C=C1C=C2N([Si](C)(C)C)C(=O)CCC2(C)C2CCC3(C)C(O)CCC3C12. Reaction SMILES: [CH2:54]1[O:55][CH2:56][CH2:57][CH2:58]1.[CH3:1][Si:2]([O:3][CH:4]1[C:5]2([CH3:6])[CH:7]([CH2:8][CH2:9]1)[CH:10]1[C:11](=[CH:28][C:29](=[O:30])[O:31][CH2:32][CH3:33])[CH:12]=[C:13]3[N:14]([Si:24]([CH3:25])([CH3:26])[CH3:27])[C:15](=[O:23])[CH2:16][CH2:17][C:18]3([CH3:19])[CH:20]1[CH2:21][CH2:22]2)([CH3:34])[CH3:35].[CH3:37][CH2:38][CH2:39][CH2:40][N+:41]([CH2:42][CH2:43][CH2:44][CH3:45])([CH2:46][CH2:47][CH2:48][CH3:49])[CH2:50][CH2:51][CH2:52][CH3:53].[CH3:59][CH2:60][O:61][C:62]([CH3:63])=[O:64].[F-:36]>>[OH:3][CH:4]1[C:5]2([CH3:6])[CH:7]([CH2:8][CH2:9]1)[CH:10]1[C:11](=[CH:28][C:29](=[O:30])[O:31][CH2:32][CH3:33])[CH:12]=[C:13]3[N:14]([Si:24]([CH3:25])([CH3:26])[CH3:27])[C:15](=[O:23])[CH2:16][CH2:17][C:18]3([CH3:19])[CH:20]1[CH2:21][CH2:22]2. Reported procedure: In the same manner as in Example 1, methyl 4-carbamoylbenzoate was reacted with 4-methoxyphenacyl bromide to obtain methyl 4-[4-(4-methoxyphenyl)-2-oxazolyl]benzoate. The product was recrystallized from ethanol. Yield: 18%. Pale yellow prisms. Melting Point: 200 to 202° C. The reactants are C(N)(=O)C1=CC=C(C(=O)OC)C=C1 (methyl 4-carbamoylbenzoate), COC1=CC=C(C(CBr)=O)C=C1 (4-methoxyphenacyl bromide). Product: COC1=CC=C(C=C1)C=1N=C(OC1)C1=CC=C(C(=O)OC)C=C1 (methyl 4-[4-(4-methoxyphenyl)-2-oxazolyl]benzoate). Isolated yield 18.0%. Reaction SMILES: [C:1]([C:4]1[CH:13]=[CH:12][C:7]([C:8]([O:10][CH3:11])=[O:9])=[CH:6][CH:5]=1)(=[O:3])[NH2:2].[CH3:14][O:15][C:16]1[CH:25]=[CH:24][C:19]([C:20](=O)[CH2:21]Br)=[CH:18][CH:17]=1>>[CH3:14][O:15][C:16]1[CH:25]=[CH:24][C:19]([C:20]2[N:2]=[C:1]([C:4]3[CH:13]=[CH:12][C:7]([C:8]([O:10][CH3:11])=[O:9])=[CH:6][CH:5]=3)[O:3][CH:21]=2)=[CH:18][CH:17]=1.